This data is from the Open Reaction Database (ORD), a public repository of structured organic reaction records. The task is: describe an organic reaction: reactants, conditions, products, and yield As a reaction SMILES: Cl[CH2:2][C:3]1[CH:7]=[C:6]([C:8]2[CH:13]=[C:12]([O:14][CH3:15])[C:11]([O:16][CH3:17])=[C:10]([O:18][CH3:19])[CH:9]=2)[N:5]([CH3:20])[N:4]=1.[NH:21]1[CH2:27][CH2:26][CH2:25][NH:24][CH2:23][CH2:22]1>>[CH3:20][N:5]1[C:6]([C:8]2[CH:13]=[C:12]([O:14][CH3:15])[C:11]([O:16][CH3:17])=[C:10]([O:18][CH3:19])[CH:9]=2)=[CH:7][C:3]([CH2:2][N:21]2[CH2:27][CH2:26][CH2:25][N:24]([CH2:2][C:3]3[CH:7]=[C:6]([C:8]4[CH:9]=[C:10]([O:18][CH3:19])[C:11]([O:16][CH3:17])=[C:12]([O:14][CH3:15])[CH:13]=4)[N:5]([CH3:20])[N:4]=3)[CH2:23][CH2:22]2)=[N:4]1. Reactants: ClCC1=NN(C(=C1)C1=CC(=C(C(=C1)OC)OC)OC)C (3-Chloromethyl-1-methyl-5-(3,4,5-trimethoxy-phenyl)pyrazole), N1CCNCCC1 (homopiperazine). Yields the product CN1N=C(C=C1C1=CC(=C(C(=C1)OC)OC)OC)CN1CCN(CCC1)CC1=NN(C(=C1)C1=CC(=C(C(=C1)OC)OC)OC)C (N,N′-bis[[1-Methyl-5-(3,4,5-trimethoxy-phenyl)pyrazol-3-yl]methyl]homopiperazine). Procedure: 3-Chloromethyl-1-methyl-5-(3,4,5-trimethoxy-phenyl)pyrazole (119 mg) and homopiperazine (20 mg) were reacted in the same manner in Example 1 to obtain the title compound as a free base.